Dataset: the Open Reaction Database (ORD), a public repository of structured organic reaction records. Task: describe an organic reaction: reactants, conditions, products, and yield The yield is 90.3%. Yields the product C=1C(=C(C=C(C1F)F)F)C[C@H](CC(=O)N2CCN3C(=NN=C3C(F)(F)F)C2)N (sitagliptin). RXN SMILES: [OH-].[Na+].C(OC(=O)C)C.[CH:9]1[C:10]([CH2:18][C@@H:19]([NH2:36])[CH2:20][C:21]([N:23]2[CH2:35][C:27]3=[N:28][N:29]=[C:30]([C:31]([F:34])([F:33])[F:32])[N:26]3[CH2:25][CH2:24]2)=[O:22])=[C:11]([F:17])[CH:12]=[C:13]([F:16])[C:14]=1[F:15].C1(C)C=CC([C@@](C([O-])=O)(O)[C@@](C2C=CC(C)=CC=2)(O)C([O-])=O)=CC=1>O>[CH:9]1[C:10]([CH2:18][C@@H:19]([NH2:36])[CH2:20][C:21]([N:23]2[CH2:35][C:27]3=[N:28][N:29]=[C:30]([C:31]([F:34])([F:33])[F:32])[N:26]3[CH2:25][CH2:24]2)=[O:22])=[C:11]([F:17])[CH:12]=[C:13]([F:16])[C:14]=1[F:15] |f:0.1,3.4|. Run at temperature 5 celsius. Run in O (water). Reactants: [OH-].[Na+] (sodium hydroxide), C(C)OC(C)=O (ethylacetate), C=1C(=C(C=C(C1F)F)F)C[C@H](CC(=O)N2CCN3C(=NN=C3C(F)(F)F)C2)N.C1(=CC=C(C=C1)[C@]([C@](C(=O)[O-])(O)C1=CC=C(C=C1)C)(O)C(=O)[O-])C (sitagliptin di-p-tolyl-L-tartarate). Reported procedure: 10% sodium hydroxide solution (1 mL) is added to a mixture of ethylacetate (10 mL), water (5 mL), sitagliptin di-p-tolyl-L-tartarate (0.4 g) under stirring at about 5° C. The mixture is stirred for about 30 minutes. The layers are separated and the aqueous layer is extracted with ethyl acetate (10 mL). The combined organic layer is distilled off completely to afford 0.2 gm of sitagliptin freebase. The reactants are COC(=O)C=1C=2CC(C(NC2C(=CC1)Cl)C1=CC(=CC=C1)Br)(C)C (2-(3-bromo-phenyl)-8-chloro-3,3-dimethyl-1,2,3,4-tetrahydro-quinoline-5-carboxylic acid methyl ester), N1CCOCC1 (morpholine), Cl.CN(CC(=O)O)C (N,N-dimethylglycine hydrochloride), C([O-])([O-])=O.[K+].[K+] (potassium carbonate). Reagents/catalysts: [Cu]I (copper(I) iodide). Run in CS(=O)C (dimethyl sulfoxide). Reaction conditions: temperature 120 celsius, time 16 hour. Product: COC(=O)C=1C=2CC(C(NC2C(=CC1)Cl)C1=CC(=CC=C1)N1CCOCC1)(C)C (8-chloro-3,3-dimethyl-2-(3-morpholin-4-yl-phenyl)-1,2,3,4-tetrahydro-quinoline-5-carboxylic acid methyl ester). Isolated yield 79.8%. RXN SMILES: [CH3:1][O:2][C:3]([C:5]1[C:6]2[CH2:7][C:8]([CH3:24])([CH3:23])[CH:9]([C:16]3[CH:21]=[CH:20][CH:19]=[C:18](Br)[CH:17]=3)[NH:10][C:11]=2[C:12]([Cl:15])=[CH:13][CH:14]=1)=[O:4].[NH:25]1[CH2:30][CH2:29][O:28][CH2:27][CH2:26]1.Cl.CN(C)CC(O)=O.C(=O)([O-])[O-].[K+].[K+]>CS(C)=O.[Cu]I>[CH3:1][O:2][C:3]([C:5]1[C:6]2[CH2:7][C:8]([CH3:24])([CH3:23])[CH:9]([C:16]3[CH:21]=[CH:20][CH:19]=[C:18]([N:25]4[CH2:30][CH2:29][O:28][CH2:27][CH2:26]4)[CH:17]=3)[NH:10][C:11]=2[C:12]([Cl:15])=[CH:13][CH:14]=1)=[O:4] |f:2.3,4.5.6|. Reported procedure: A mixture of 2-(3-bromo-phenyl)-8-chloro-3,3-dimethyl-1,2,3,4-tetrahydro-quinoline-5-carboxylic acid methyl ester (1.2 g, 2.94 mmol), morpholine (1.3 mL, 14.7 mmol), copper(I) iodide (140 mg, 0.7 mmol), N,N-dimethylglycine hydrochloride (206 mg, 1.5 mmol) and potassium carbonate (1.2 g, 8.8 mmol) in dimethyl sulfoxide (15 mL) was stirred at 120° C. for 16 h. Then the reaction mixture cooled to room temperature. The reaction mixture was extracted with ethyl acetate (2×150 mL), washed with water (... Reactants: O=C(Cl)OCc1ccccc1, O=C([O-])O, C1CCOC1, CNCc1ccc(C(=O)OC)cc1, CCOC(C)=O, [Na+], O. Product: COC(=O)c1ccc(CN(C)C(=O)OCc2ccccc2)cc1. RXN SMILES: [C:14]([O:15][CH2:16][c:17]1[cH:18][cH:19][cH:20][cH:21][cH:22]1)(=[O:23])[Cl:24].[C:25](=[O:26])([OH:27])[O-:28].[CH2:36]1[O:37][CH2:38][CH2:39][CH2:40]1.[CH3:1][NH:2][CH2:3][c:4]1[cH:5][cH:6][c:7]([C:8](=[O:9])[O:10][CH3:11])[cH:12][cH:13]1.[CH3:30][CH2:31][O:32][C:33](=[O:34])[CH3:35].[Na+:29].[OH2:41]>>[CH3:1][N:2]([CH2:3][c:4]1[cH:5][cH:6][c:7]([C:8](=[O:9])[O:10][CH3:11])[cH:12][cH:13]1)[C:14]([O:15][CH2:16][c:17]1[cH:18][cH:19][cH:20][cH:21][cH:22]1)=[O:23]. Starting materials: Brc1ccccc1Br, C1CCOC1, CCCCCC, [Li]CCCC, CCCC[Sn](Cl)(CCCC)CCCC. Product: CCCC[Sn](CCCC)(CCCC)c1ccccc1Br. RXN SMILES: [Br:1][c:2]1[c:3]([Br:8])[cH:4][cH:5][cH:6][cH:7]1.[CH2:28]1[O:29][CH2:30][CH2:31][CH2:32]1.[CH3:33][CH2:34][CH2:35][CH2:36][CH2:37][CH3:38].[CH3:9][CH2:10][CH2:11][CH2:12][Li:13].[Cl:14][Sn:15]([CH2:16][CH2:17][CH2:18][CH3:19])([CH2:20][CH2:21][CH2:22][CH3:23])[CH2:24][CH2:25][CH2:26][CH3:27]>>[c:2]1([Sn:15]([CH2:16][CH2:17][CH2:18][CH3:19])([CH2:20][CH2:21][CH2:22][CH3:23])[CH2:24][CH2:25][CH2:26][CH3:27])[c:3]([Br:8])[cH:4][cH:5][cH:6][cH:7]1.